Dataset: the Open Reaction Database (ORD), a public repository of structured organic reaction records. Task: describe an organic reaction: reactants, conditions, products, and yield Reactants: ClCC1=NC2=CC(=C(C=C2C(=C1C(=O)OCC)C1=CC(=C(C=C1)OC)OC)OC)OC (ethyl 2-chloromethyl-4-(3,4-dimethoxyphenyl)-6,7-dimethoxyquinoline-3-carboxylate), C(C)NCC (diethylamine), CO (methanol). Solvent: O (water). Run at time 4 day. Product: C(C)N(CC)CC1=NC2=CC(=C(C=C2C(=C1C(=O)OCC)C1=CC(=C(C=C1)OC)OC)OC)OC (ethyl 2-(N,N-diethylaminomethyl)-4-(3,4-dimethoxyphenyl)-6,7-dimethoxyquinoline-3-carboxylate). Yield: 11.8%. As a reaction SMILES: Cl[CH2:2][C:3]1[C:12]([C:13]([O:15][CH2:16][CH3:17])=[O:14])=[C:11]([C:18]2[CH:23]=[CH:22][C:21]([O:24][CH3:25])=[C:20]([O:26][CH3:27])[CH:19]=2)[C:10]2[C:5](=[CH:6][C:7]([O:30][CH3:31])=[C:8]([O:28][CH3:29])[CH:9]=2)[N:4]=1.[CH2:32]([NH:34][CH2:35][CH3:36])[CH3:33].CO>O>[CH2:32]([N:34]([CH2:2][C:3]1[C:12]([C:13]([O:15][CH2:16][CH3:17])=[O:14])=[C:11]([C:18]2[CH:23]=[CH:22][C:21]([O:24][CH3:25])=[C:20]([O:26][CH3:27])[CH:19]=2)[C:10]2[C:5](=[CH:6][C:7]([O:30][CH3:31])=[C:8]([O:28][CH3:29])[CH:9]=2)[N:4]=1)[CH2:35][CH3:36])[CH3:33]. Procedure details: A mixture of ethyl 2-chloromethyl-4-(3,4-dimethoxyphenyl)-6,7-dimethoxyquinoline-3-carboxylate (4.0 g), diethylamine (1.28 g) and methanol (45 ml) was stirred at room temperature for 4 days. The reaction mixture was poured into water and extracted with dichloromethane. The dichloromethane layer was washed with water and dried over magnesium sulfate, and the solvent was evaporated. The residue was subjected to column chromatography on silica gel. The fractions eluted with ethyl acetate gave ethyl... Reactants: BrC=1C=C(C=CC1)C(C)=O (1-(3-bromophenyl)ethanone), C(CC#N)#N (malononitrile), C[Si](N[Si](C)(C)C)(C)C (hexamethyldisilazane). Run in C(C)(=O)O (acetic acid), C(C)(=O)O (acetic acid). Conditions: temperature 70 celsius. The product is BrC=1C=C(C=CC1)C(C)=C(C#N)C#N ([1-(3-Bromophenyl)ethylidene]propanedinitrile). Isolated yield 102.4%. RXN SMILES: C[Si](C)(C)N[Si](C)(C)C.[Br:10][C:11]1[CH:12]=[C:13]([C:17](=O)[CH3:18])[CH:14]=[CH:15][CH:16]=1.[C:20](#[N:24])[CH2:21][C:22]#[N:23]>C(O)(=O)C>[Br:10][C:11]1[CH:12]=[C:13]([C:17](=[C:21]([C:20]#[N:24])[C:22]#[N:23])[CH3:18])[CH:14]=[CH:15][CH:16]=1. Procedure details: To a stirred solution of acetic acid (30 mL) at RT was added hexamethyldisilazane (13.09 mL, 62.8 mmol) dropwise over 10 min, maintaining temperature below 40° C. The resulting solution was then added dropwise to a solution of 1-(3-bromophenyl)ethanone (6.68 mL, 50.2 mmol) and malononitrile (6.33 mL, 100 mmol) in acetic acid (30 mL) and the mixture heated to 70° C. under nitrogen overnight. The reaction mixture cooled to RT and partitioned between water and toluene (ca. 150 mL each). The aqueous... The product is C(C)(C)(C)OC(N(C)CCN1C(CN(C(C1)(C)C)CC1=C2C(=NC(=C1)C1=CC=C(C=C1)OCOC)N(N=C2C)C2OCCCC2)(C)C)=O ((2-{4-[6-(4-Methoxymethoxy-phenyl)-3-methyl-1-(tetrahydro-pyran-2-yl)-1H-pyrazolo[3,4-b]pyridin-4-ylmethyl]-2,2,5,5-tetramethyl-piperazin-1-yl}-ethyl)-methyl-carbamic acid tert-butyl ester). The yield is 404.2%. Procedure details: To a solution of 290 mg of 6-(4-methoxymethoxy-phenyl)-3-methyl-1-(tetrahydro-pyran-2-yl)-4-(2,2,5,5-tetramethyl-piperazin-1-ylmethyl)-1H-pyrazolo[3,4-b]pyridine and 1040 mg N-Boc-(methylamino)acetaldehyde in 5 ml dichloromethane was added 250 mg of sodium triacetoxyborohydride. After 1 h at rt the reaction was diluted with ethyl acetate and water. The phases were separated. The aqueous phase was extracted with ethyl acetate twice. The combined organic phases were dried over sodium sulphate, fil... Reactants: COCOC1=CC=C(C=C1)C1=CC(=C2C(=N1)N(N=C2C)C2OCCCC2)CN2C(CNC(C2)(C)C)(C)C (6-(4-methoxymethoxy-phenyl)-3-methyl-1-(tetrahydro-pyran-2-yl)-4-(2,2,5,5-tetramethyl-piperazin-1-ylmethyl)-1H-pyrazolo[3,4-b]pyridine), C(=O)(OC(C)(C)C)N(C)CC=O (N-Boc-(methylamino)acetaldehyde), C(C)(=O)O[BH-](OC(C)=O)OC(C)=O.[Na+] (sodium triacetoxyborohydride). Solvent: C(C)(=O)OCC (ethyl acetate), O (water), ClCCl (dichloromethane). RXN SMILES: [CH3:1][O:2][CH2:3][O:4][C:5]1[CH:10]=[CH:9][C:8]([C:11]2[N:16]=[C:15]3[N:17]([CH:21]4[CH2:26][CH2:25][CH2:24][CH2:23][O:22]4)[N:18]=[C:19]([CH3:20])[C:14]3=[C:13]([CH2:27][N:28]3[CH2:33][C:32]([CH3:35])([CH3:34])[NH:31][CH2:30][C:29]3([CH3:37])[CH3:36])[CH:12]=2)=[CH:7][CH:6]=1.[C:38]([N:45]([CH2:47][CH:48]=O)[CH3:46])([O:40][C:41]([CH3:44])([CH3:43])[CH3:42])=[O:39].C(O[BH-](OC(=O)C)OC(=O)C)(=O)C.[Na+]>ClCCl.C(OCC)(=O)C.O>[C:41]([O:40][C:38](=[O:39])[N:45]([CH2:47][CH2:48][N:31]1[CH2:30][C:29]([CH3:37])([CH3:36])[N:28]([CH2:27][C:13]2[CH:12]=[C:11]([C:8]3[CH:7]=[CH:6][C:5]([O:4][CH2:3][O:2][CH3:1])=[CH:10][CH:9]=3)[N:16]=[C:15]3[N:17]([CH:21]4[CH2:26][CH2:25][CH2:24][CH2:23][O:22]4)[N:18]=[C:19]([CH3:20])[C:14]=23)[CH2:33][C:32]1([CH3:35])[CH3:34])[CH3:46])([CH3:44])([CH3:43])[CH3:42] |f:2.3|. The reactants are C(C=1C(O)=CC=CC1)=O (salicylaldehyde), OCC1=C(C(=CC(=C1)C)CO)O (2,6-bis(hydroxymethyl)-4-methylphenol), aqueous solution, P(O)(O)(O)=O (phosphoric acid). Run in C(C(C)C)C(=O)C (methyl isobutyl ketone), C(C(C)C)C(=O)C (methyl isobutyl ketone). The product is C(=O)C=1C=C(C=CC1O)CC=1C(=C(C=C(C1)C)CC=1C=CC(=C(C=O)C1)O)O (5-({3-[(3-formyl-4-hydroxyphenyl)methyl]-2-hydroxy-5-methylphenyl}methyl)-2-hydroxybenzaldehyde). The yield is 47.7%. As a reaction SMILES: [CH:1](=[O:9])[C:2]1[C:3](=[CH:5][CH:6]=[CH:7][CH:8]=1)[OH:4].P(=O)(O)(O)O.OC[C:17]1[CH:22]=[C:21]([CH3:23])[CH:20]=[C:19]([CH2:24][OH:25])[C:18]=1[OH:26]>C(C(C)=O)C(C)C>[CH:1]([C:2]1[CH:8]=[C:7]([CH2:24][C:19]2[C:18]([OH:26])=[C:17]([CH2:23][C:21]3[CH:22]=[CH:17][C:18]([OH:26])=[C:19]([CH:20]=3)[CH:24]=[O:25])[CH:22]=[C:21]([CH3:23])[CH:20]=2)[CH:6]=[CH:5][C:3]=1[OH:4])=[O:9]. Procedure: Under an atmosphere of nitrogen, 244.0 g (2.0 mol) of salicylaldehyde was weighed into a four-neck flask with a capacity of 1 liter fitted with a reflux condenser, a thermometer and a stirrer, and 244.0 g of a 75% aqueous solution of phosphoric acid was then added dropwise to the flask over a period of 30 minutes and stirred at room temperature. 84.0 g (0.5 mol) of a powdered form of 2,6-bis(hydroxymethyl)-4-methylphenol was then added to the mixed solution intermittently at 60° C. over a 6 hour... Reactants: Cc1ccc(N2CCN(C(=O)OC(C)(C)C)CC2)c(Cl)c1, Cc1ccccc1, OB(O)C1CC1, [K+], [K+], [K+], O, O=P([O-])([O-])[O-]. Yields the product Cc1ccc(N2CCN(C(=O)OC(C)(C)C)CC2)c(C2CC2)c1. As a reaction SMILES: [C:1]([CH3:2])([CH3:3])([CH3:4])[O:5][C:6](=[O:7])[N:8]1[CH2:9][CH2:10][N:11]([c:14]2[c:15]([Cl:21])[cH:16][c:17]([CH3:20])[cH:18][cH:19]2)[CH2:12][CH2:13]1.[CH3:36][c:37]1[cH:38][cH:39][cH:40][cH:41][cH:42]1.[CH:30]1([B:33]([OH:34])[OH:35])[CH2:31][CH2:32]1.[K+:27].[K+:28].[K+:29].[OH2:43].[P:22]([O-:23])([O-:24])([O-:25])=[O:26]>>[C:1]([CH3:2])([CH3:3])([CH3:4])[O:5][C:6](=[O:7])[N:8]1[CH2:9][CH2:10][N:11]([c:14]2[c:15]([CH:30]3[CH2:31][CH2:32]3)[cH:16][c:17]([CH3:20])[cH:18][cH:19]2)[CH2:12][CH2:13]1.